Dataset: the Open Reaction Database (ORD), a public repository of structured organic reaction records. Task: describe an organic reaction: reactants, conditions, products, and yield The reactants are N1=CC=CC=C1 (pyridine), O (water), O(C1=CC=CC=C1)C=1C=C(C(C#N)O)C=CC1 (3-phenoxy-α-cyanobenzyl alcohol), ClC(C(Br)[C@@H]1C([C@H]1C(=O)Cl)(C)C)(Br)C1=CC=C(C=C1)Cl (trans-3-(2-chloro-2-(4-chloro-phenyl)-1,2-dibromoethyl)-2,2-dimethyl-cyclo-propane-1-(R,S)-carboxylic acid chloride). Solvent: C1(=CC=CC=C1)C (toluene), C1(=CC=CC=C1)C (toluene). The product is C(#N)C(C1=CC(=CC=C1)OC1=CC=CC=C1)OC(=O)[C@@H]1C([C@H]1C(C(Br)(C1=CC=C(C=C1)Cl)Cl)Br)(C)C (trans-3-(2-chloro-2-(4-chloro-phenyl)-1,2-dibromoethyl)-2,2-dimethylcyclopropane-1-(R,S)-carboxylic acid α-(R,S)-cyano-3-phenoxy-benzyl ester). Yield: 92.0%. RXN SMILES: [O:1]([C:8]1[CH:9]=[C:10]([CH:15]=[CH:16][CH:17]=1)[CH:11]([OH:14])[C:12]#[N:13])[C:2]1[CH:7]=[CH:6][CH:5]=[CH:4][CH:3]=1.[Cl:18][C:19]([C:31]1[CH:36]=[CH:35][C:34]([Cl:37])=[CH:33][CH:32]=1)([Br:30])[CH:20]([C@H:22]1[C@H:24]([C:25](Cl)=[O:26])[C:23]1([CH3:29])[CH3:28])[Br:21].N1C=CC=CC=1.O>C1(C)C=CC=CC=1>[C:12]([CH:11]([O:14][C:25]([C@H:24]1[C@H:22]([CH:20]([Br:21])[C:19]([Cl:18])([C:31]2[CH:32]=[CH:33][C:34]([Cl:37])=[CH:35][CH:36]=2)[Br:30])[C:23]1([CH3:29])[CH3:28])=[O:26])[C:10]1[CH:15]=[CH:16][CH:17]=[C:8]([O:1][C:2]2[CH:3]=[CH:4][CH:5]=[CH:6][CH:7]=2)[CH:9]=1)#[N:13]. Procedure details: 2.25 g (0.01 mol) of 3-phenoxy-α-cyanobenzyl alcohol and 4.63 g (0.01 mol) of trans-3-(2-chloro-2-(4-chloro-phenyl)-1,2-dibromoethyl)-2,2-dimethyl-cyclo-propane-1-(R,S)-carboxylic acid chloride were dissolved in 100 ml of anhydrous toluene, and 0.8 g (0.01 mol) of pyridine, dissolved in 200 ml of toluene, was added dropwise at 25°-30° C., while stirring. The reaction mixture was then stirred for a further 3 hours at 25° C. It was poured into 150 ml of water and the organic phase was separated of... Starting materials: CN1CCOCC1, CN(C)C1(c2ccccc2)CCC(=CC(=O)O)CC1, CN(C)C=O, C(=NC1CCCCC1)=NC1CCCCC1, Cl, [Na+], [OH-], O, On1nnc2ccccc21, NCCCc1ccccc1. The product is CN(C)C1(c2ccccc2)CCC(=CC(=O)NCCCc2ccccc2)CC1. RXN SMILES: [CH3:21][N:22]1[CH2:23][CH2:24][O:25][CH2:26][CH2:27]1.[CH3:29][N:30]([C:31]1([c:41]2[cH:42][cH:43][cH:44][cH:45][cH:46]2)[CH2:32][CH2:33][C:34](=[CH:37][C:38](=[O:39])[OH:40])[CH2:35][CH2:36]1)[CH3:47].[CH3:65][N:66]([CH3:67])[CH:68]=[O:69].[CH:48]1([N:49]=[C:50]=[N:51][CH:52]2[CH2:53][CH2:54][CH2:55][CH2:56][CH2:57]2)[CH2:58][CH2:59][CH2:60][CH2:61][CH2:62]1.[ClH:28].[Na+:64].[OH-:63].[OH2:70].[OH:1][n:2]1[c:3]2[cH:4][cH:5][cH:6][cH:7][c:8]2[n:9][n:10]1.[c:11]1([CH2:17][CH2:18][CH2:19][NH2:20])[cH:12][cH:13][cH:14][cH:15][cH:16]1>>[c:11]1([CH2:17][CH2:18][CH2:19][NH:20][C:38]([CH:37]=[C:34]2[CH2:33][CH2:32][C:31]([N:30]([CH3:29])[CH3:47])([c:41]3[cH:42][cH:43][cH:44][cH:45][cH:46]3)[CH2:36][CH2:35]2)=[O:39])[cH:12][cH:13][cH:14][cH:15][cH:16]1. Reaction SMILES: [CH3:37][CH2:38][OH:39].[CH3:9][O:10][c:11]1[cH:12][cH:13][c:14]([CH2:15][n:16]2[n:17][cH:18][c:19]3[c:20]([NH2:25])[cH:21][cH:22][cH:23][c:24]23)[cH:26][cH:27]1.[CH:28]([N:29]([CH2:30][CH3:31])[CH:32]([CH3:33])[CH3:34])([CH3:35])[CH3:36].[Cl:1][c:2]1[n:3][cH:4][cH:5][c:6]([Cl:8])[n:7]1>>[Cl:1][c:2]1[n:3][cH:4][cH:5][c:6]([NH:25][c:20]2[c:19]3[cH:18][n:17][n:16]([CH2:15][c:14]4[cH:13][cH:12][c:11]([O:10][CH3:9])[cH:27][cH:26]4)[c:24]3[cH:23][cH:22][cH:21]2)[n:7]1. Product: COc1ccc(Cn2ncc3c(Nc4ccnc(Cl)n4)cccc32)cc1. Starting materials: CCO, COc1ccc(Cn2ncc3c(N)cccc32)cc1, CCN(C(C)C)C(C)C, Clc1ccnc(Cl)n1. Starting materials: N(N)C(=O)CC1=CC=C(C=C1)C1C(CN(CC1)C(=O)OC(C)(C)C)OCC1=CC2=CC=CC=C2C=C1 (tert-butyl (3RS,4RS)-4-(4-hydrazinocarbonylmethyl-phenyl)-3-(naphthalen-2-ylmethoxy)-piperidine-1-carboxylate), CCOC(C1=CC=CC=C1)(OCC)OCC (triethyl orthobenzoate). The solvent is C(C)O (ethanol). Product: C1=C(C=CC2=CC=CC=C12)COC1CN(CCC1C1=CC=C(C=C1)CC=1OC(=NN1)C1=CC=CC=C1)C(=O)OC(C)(C)C (tert-butyl (3RS,4RS)-3-(naphthalen-2-ylmethoxy)-4-[4-(5-phenyl-[1,3,4]oxadiazol-2-ylmethyl)-phenyl]-piperidine-1-carboxylate). RXN SMILES: [NH:1]([C:3]([CH2:5][C:6]1[CH:11]=[CH:10][C:9]([CH:12]2[CH2:17][CH2:16][N:15]([C:18]([O:20][C:21]([CH3:24])([CH3:23])[CH3:22])=[O:19])[CH2:14][CH:13]2[O:25][CH2:26][C:27]2[CH:36]=[CH:35][C:34]3[C:29](=[CH:30][CH:31]=[CH:32][CH:33]=3)[CH:28]=2)=[CH:8][CH:7]=1)=[O:4])[NH2:2].CCO[C:40](OCC)(OCC)[C:41]1[CH:46]=[CH:45][CH:44]=[CH:43][CH:42]=1>C(O)C>[CH:28]1[C:29]2[C:34](=[CH:33][CH:32]=[CH:31][CH:30]=2)[CH:35]=[CH:36][C:27]=1[CH2:26][O:25][CH:13]1[CH:12]([C:9]2[CH:10]=[CH:11][C:6]([CH2:5][C:3]3[O:4][C:40]([C:41]4[CH:46]=[CH:45][CH:44]=[CH:43][CH:42]=4)=[N:2][N:1]=3)=[CH:7][CH:8]=2)[CH2:17][CH2:16][N:15]([C:18]([O:20][C:21]([CH3:24])([CH3:23])[CH3:22])=[O:19])[CH2:14]1. Reported procedure: A mixture of 60 mg (0.12 mmol) of tert-butyl (3RS,4RS)-4-(4-hydrazinocarbonylmethyl-phenyl)-3-(naphthalen-2-ylmethoxy)-piperidine-1-carboxylate and 27.7 gl (0.12 mmol) of triethyl orthobenzoate in 5 ml of ethanol was boiled under reflux for 18 hours. After cooling the mixture was evaporated under reduced pressure and the residue was chromatographed on silica gel using a 2:1 mixture of hexane and ethyl acetate as the eluent. There were obtained 30 mg (44% of theory) or tert-butyl (3RS,4RS)-3-(nap... Starting materials: Br.ClCCCCC1=CC=C(C=C1)C=1N=C(SC1)N (4-(4-(4-chlorobutyl)phenyl)-2-aminothiazole hydrobromide), C(#N)C=1C(=NC=CC1)N1CCNCC1 (3-cyano-2-piperazinylpyridine), C(C)(C)N(CC)C(C)C (diisopropylethylamine), C([O-])([O-])=O.[Na+].[Na+] (sodium carbonate), [I-].[Na+] (sodium iodide). Run in CC(=O)CC(C)C (methylisobutylketone). Yields the product C(#N)C=1C(=NC=CC1)N1CCN(CC1)CCCCC1=CC=C(C=C1)C=1N=C(SC1)N (4-(4-(4-(4-(3-Cyanopyridin-2-yl)piperazinyl)butyl)-phenyl)-2-amino-thiazole). RXN SMILES: Br.Cl[CH2:3][CH2:4][CH2:5][CH2:6][C:7]1[CH:12]=[CH:11][C:10]([C:13]2[N:14]=[C:15]([NH2:18])[S:16][CH:17]=2)=[CH:9][CH:8]=1.[C:19]([C:21]1[C:22]([N:27]2[CH2:32][CH2:31][NH:30][CH2:29][CH2:28]2)=[N:23][CH:24]=[CH:25][CH:26]=1)#[N:20].C(N(C(C)C)CC)(C)C.C(=O)([O-])[O-].[Na+].[Na+].[I-].[Na+]>CC(CC(C)C)=O>[C:19]([C:21]1[C:22]([N:27]2[CH2:28][CH2:29][N:30]([CH2:3][CH2:4][CH2:5][CH2:6][C:7]3[CH:12]=[CH:11][C:10]([C:13]4[N:14]=[C:15]([NH2:18])[S:16][CH:17]=4)=[CH:9][CH:8]=3)[CH2:31][CH2:32]2)=[N:23][CH:24]=[CH:25][CH:26]=1)#[N:20] |f:0.1,4.5.6,7.8|. Procedure: To a 100 ml round-bottomed flask equipped with condenser and N2 inlet were added 2.37 g (6.81 mmol) 4-(4-(4-chlorobutyl)phenyl)-2-aminothiazole hydrobromide, 1.28 g (6.81 mmol) 3-cyano-2-piperazinylpyridine, 2.38 ml (13.6 mmol) diisopropylethylamine, 1.44 g (13.6 mmol) sodium carbonate, 2 mg sodium iodide, and 40 ml methylisobutylketone. The reaction was refluxed 4 days, cooled, and evaporated. The residue was triturated with ethyl acetate and the resulting solid chromatographed on silica gel wi... Reactants: [BH4-], COCCOc1ccc2oc(C(=O)C(C)C)c(C)c2c1, CO, [Na+], C1CCOC1. Product: COCCOc1ccc2oc(C(O)C(C)C)c(C)c2c1. Reaction SMILES: [BH4-:21].[CH3:1][O:2][CH2:3][CH2:4][O:5][c:6]1[cH:7][cH:8][c:9]2[c:10]([c:11]([CH3:19])[c:12]([C:14]([CH:15]([CH3:16])[CH3:17])=[O:18])[o:13]2)[cH:20]1.[CH3:28][OH:29].[Na+:22].[O:23]1[CH2:24][CH2:25][CH2:26][CH2:27]1>>[CH3:1][O:2][CH2:3][CH2:4][O:5][c:6]1[cH:7][cH:8][c:9]2[c:10]([c:11]([CH3:19])[c:12]([CH:14]([CH:15]([CH3:16])[CH3:17])[OH:18])[o:13]2)[cH:20]1. RXN SMILES: [CH3:1][S:2](=[O:3])(=[O:4])[c:5]1[n:6][c:7]([C:21]([F:22])([F:23])[F:24])[cH:8][c:9](-[c:11]2[cH:12][cH:13][c:14]([S:17](=[O:18])(=[O:19])[CH3:20])[cH:15][cH:16]2)[n:10]1.[CH3:34][N:35]1[CH2:36][CH2:37][CH2:38][C:39]1=[O:40].[F:25][c:26]1[cH:27][cH:28][c:29]([CH2:30][NH2:31])[cH:32][cH:33]1.[OH2:41]>>[c:5]1([NH:31][CH2:30][c:29]2[cH:28][cH:27][c:26]([F:25])[cH:33][cH:32]2)[n:6][c:7]([C:21]([F:22])([F:23])[F:24])[cH:8][c:9](-[c:11]2[cH:12][cH:13][c:14]([S:17](=[O:18])(=[O:19])[CH3:20])[cH:15][cH:16]2)[n:10]1. The product is CS(=O)(=O)c1ccc(-c2cc(C(F)(F)F)nc(NCc3ccc(F)cc3)n2)cc1. Starting materials: CS(=O)(=O)c1ccc(-c2cc(C(F)(F)F)nc(S(C)(=O)=O)n2)cc1, CN1CCCC1=O, NCc1ccc(F)cc1, O. Starting materials: ClC1=NC(=NC(=C1OC1=C(C=CC=C1)OC)Cl)N1CCOCC1 (4,6-dichloro-5-(2-methoxy-phenoxy)-2-morpholin-4-yl-pyrimidine), [K+].C(C)(C)C=1C=CC(=NC1)S(=O)(=O)[NH-] (5-isopropyl-pyridine-2-sulphonamide potassium salt), dichloride. Solvent: CS(=O)C (DMSO). The product is ClC1=C(C(=NC(=N1)N1CCOCC1)NS(=O)(=O)C1=NC=C(C=C1)C(C)C)OC1=C(C=CC=C1)OC (5-isopropyl-pyridine-2-sulphonic acid 6-chloro-5-(2-methoxy-phenoxy)-2-morpholin-4-yl-pyrimidin-4-ylamide). The yield is 96.4%. RXN SMILES: Cl[C:2]1[C:7]([O:8][C:9]2[CH:14]=[CH:13][CH:12]=[CH:11][C:10]=2[O:15][CH3:16])=[C:6]([Cl:17])[N:5]=[C:4]([N:18]2[CH2:23][CH2:22][O:21][CH2:20][CH2:19]2)[N:3]=1.[K+].[CH:25]([C:28]1[CH:29]=[CH:30][C:31]([S:34]([NH-:37])(=[O:36])=[O:35])=[N:32][CH:33]=1)([CH3:27])[CH3:26]>CS(C)=O>[Cl:17][C:6]1[N:5]=[C:4]([N:18]2[CH2:23][CH2:22][O:21][CH2:20][CH2:19]2)[N:3]=[C:2]([NH:37][S:34]([C:31]2[CH:30]=[CH:29][C:28]([CH:25]([CH3:27])[CH3:26])=[CH:33][N:32]=2)(=[O:36])=[O:35])[C:7]=1[O:8][C:9]1[CH:14]=[CH:13][CH:12]=[CH:11][C:10]=1[O:15][CH3:16] |f:1.2|. Reported procedure: A solution of 1.18 g of 4,6-dichloro-5-(2-methoxy-phenoxy)-2-morpholin-4-yl-pyrimidine and 2.12 g (8.88 mmol) of 5-isopropyl-pyridine-2-sulphonamide potassium salt in 25 ml of dry DMSO was heated to 80° C. for 3 hours until the dichloride had disappeared completely. The DMSO was removed in a high vacuum, the residue was taken up with 60 ml of water and the aqueous solution was washed three times with diethyl ether. The solution was then acidified to pH 3.5 with 1N HCl and the product was extract...